From a dataset of the Open Reaction Database (ORD), a public repository of structured organic reaction records. describe an organic reaction: reactants, conditions, products, and yield Reactants: C(C)(C)(C)OC(N(CCC)CCOC1=NC(=C(C=C1)[N+](=O)[O-])C)=O ([2-(6-methyl-5-nitro-pyridin-2-yloxy)-ethyl]-propyl-carbamic acid tert-butyl ester). The reagents and catalysts are [Pd] (palladium on charcoal). The solvent is CO (methanol). Yields the product C(C)(C)(C)OC(N(CCC)CCOC1=NC(=C(C=C1)N)C)=O ([2-(5-Amino-6-methyl-pyridin-2-yloxy)-ethyl]-propyl-carbamic Acid Tert-Butyl Ester). Yield: 84.5%. Reaction SMILES: [C:1]([O:5][C:6](=[O:24])[N:7]([CH2:11][CH2:12][O:13][C:14]1[CH:19]=[CH:18][C:17]([N+:20]([O-])=O)=[C:16]([CH3:23])[N:15]=1)[CH2:8][CH2:9][CH3:10])([CH3:4])([CH3:3])[CH3:2]>CO.[Pd]>[C:1]([O:5][C:6](=[O:24])[N:7]([CH2:11][CH2:12][O:13][C:14]1[CH:19]=[CH:18][C:17]([NH2:20])=[C:16]([CH3:23])[N:15]=1)[CH2:8][CH2:9][CH3:10])([CH3:2])([CH3:3])[CH3:4]. Reported procedure: A solution of [2-(6-methyl-5-nitro-pyridin-2-yloxy)-ethyl]-propyl-carbamic acid tert-butyl ester (300 mg, 0.88 mmol) in methanol (10 ml) was hydrogenated using the ThalesNano H-Cube® hydrogenation reactor employing a 10% palladium on charcoal catalyst cartridge. After concentration of the solution under reduced pressure, 230 mg (84.2%) of the title compound were obtained.